From a dataset of the Open Reaction Database (ORD), a public repository of structured organic reaction records. describe an organic reaction: reactants, conditions, products, and yield The reactants are COC1=NN(N=C1)C1=CC=C(C=C1)C1=CC(N(C=C1)CC[C@](C(=O)NOC1OCCCC1)(S(=O)(=O)C)C)=O ((2R)-4-{4-[4-(4-methoxy-2H-1,2,3-triazol-2-yl)phenyl]-2-oxopyridin-1(2H)-yl}-2-methyl-2-(methylsulfonyl)-N-(tetrahydro-2H-pyran-2-yloxy)butanamide), ClCCl (dichloromethane), O (water), Cl (HCl). Run in O1CCOCC1 (dioxane), O1CCOCC1 (dioxane). Conditions: time 15 minute. Product: ONC([C@@](CCN1C(C=C(C=C1)C1=CC=C(C=C1)N1N=CC(=N1)OC)=O)(S(=O)(=O)C)C)=O ((2R)—N-hydroxy-4-{4-[4-(4-methoxy-2H-1,2,3-triazol-2-yl)phenyl]-2-oxopyridin-1(2H)-yl}-2-methyl-2-(methylsulfonyl)butanamide). Reaction SMILES: [CH3:1][O:2][C:3]1[CH:7]=[N:6][N:5]([C:8]2[CH:13]=[CH:12][C:11]([C:14]3[CH:19]=[CH:18][N:17]([CH2:20][CH2:21][C@@:22]([CH3:37])([S:33]([CH3:36])(=[O:35])=[O:34])[C:23]([NH:25][O:26]C4CCCCO4)=[O:24])[C:16](=[O:38])[CH:15]=3)=[CH:10][CH:9]=2)[N:4]=1.ClCCl.O.Cl>O1CCOCC1>[OH:26][NH:25][C:23](=[O:24])[C@:22]([CH3:37])([S:33]([CH3:36])(=[O:35])=[O:34])[CH2:21][CH2:20][N:17]1[CH:18]=[CH:19][C:14]([C:11]2[CH:12]=[CH:13][C:8]([N:5]3[N:4]=[C:3]([O:2][CH3:1])[CH:7]=[N:6]3)=[CH:9][CH:10]=2)=[CH:15][C:16]1=[O:38]. Procedure details: To (2R)-4-{4-[4-(4-methoxy-2H-1,2,3-triazol-2-yl)phenyl]-2-oxopyridin-1(2H)-yl}-2-methyl-2-(methylsulfonyl)-N-(tetrahydro-2H-pyran-2-yloxy)butanamide (120 mg, 0.22 mmol) was added dioxane (2 ml), dichloromethane (2 ml), and water (1 ml). The reaction flask was cooled externally with ice then treated with a 4.0M sol of HCl in dioxane (0.55 ml). The reaction mixture was stirred for 15 minutes then concentrated under reduced pressure. IPA (10 ml) was added and concentrated to azeotrope any remainin...